From a dataset of the Open Reaction Database (ORD), a public repository of structured organic reaction records. describe an organic reaction: reactants, conditions, products, and yield Starting materials: CCOC(=O)C (EtOAc), [OH-].[Na+] (NaOH), C(C1=CC=CC=C1)N1CC(C(C1)C1=CSC=C1)C(=O)OC (1-benzyl-3-(SR)-carbomethoxy-4-(RS)-(3-thienyl)pyrrolidine), solution, [H-].[Al+3].[Li+].[H-].[H-].[H-] (lithium aluminum hydride). Solvent: C1CCOC1 (THF), C1CCOC1 (THF). Reaction conditions: time 12 hour. Yields the product C(C1=CC=CC=C1)N1CC(C(C1)C1=CSC=C1)CO (1-Benzyl-3-(SR)-hydroxymethyl-4-(RS)-(3-thienyl)pyrrolidine). Isolated yield 97.4%. RXN SMILES: [CH2:1]([N:8]1[CH2:12][CH:11]([C:13]2[CH:17]=[CH:16][S:15][CH:14]=2)[CH:10]([C:18](OC)=[O:19])[CH2:9]1)[C:2]1[CH:7]=[CH:6][CH:5]=[CH:4][CH:3]=1.[H-].[Al+3].[Li+].[H-].[H-].[H-].CCOC(C)=O.[OH-].[Na+]>C1COCC1>[CH2:1]([N:8]1[CH2:12][CH:11]([C:13]2[CH:17]=[CH:16][S:15][CH:14]=2)[CH:10]([CH2:18][OH:19])[CH2:9]1)[C:2]1[CH:7]=[CH:6][CH:5]=[CH:4][CH:3]=1 |f:1.2.3.4.5.6,8.9|. Reported procedure: To a solution of 0.55 g (1.84 mmol) of 1-benzyl-3-(SR)-carbomethoxy-4-(RS)-(3-thienyl)pyrrolidine in 30 mL of THF at 0° C. was added 1.84 mL (1.84 mmol) of a 1M solution of lithium aluminum hydride in THF and the reaction was stirred at rt for 12 h. To the reaction mixture was then added 5 mL of EtOAc and 2 mL of 2N NaOH. The reaction mixture was extracted with ether and the combined organic fractions were washed with 2N NaOH solution and sat'd NaCl. The organic fractions were dried over Na2SO4,...